This data is from the Open Reaction Database (ORD), a public repository of structured organic reaction records. The task is: describe an organic reaction: reactants, conditions, products, and yield Reagents/catalysts: [Pt](=O)=O (platinum (IV) oxide). The product is C1(=CC=CC=C1)C(C(=O)N)(C1=NC=C(C=C1)N)C1=CC=CC=C1 (Diphenyl-(5-amino-2-pyridyl)acetamide). Procedure details: A mixture of 8.86 g of diphenyl-(5-nitro-2-pyridyl)acetamide (26.5 mmol) in 50% EtOH/glacial AcOH with 100 mg platinum (IV) oxide was shaken on a Parr hydrogenator (30 psi H2) for 3 hr. The mixture was filtered through a bed of Celite, then the ethanol was evaporated under reduced pressure. The mixture was then basified with K2CO3 and extracted with EtOAc (4×), dried (MgSO4), filtered through Celite again and evaporated. The remaining solid was recrystallized from hexane/EtOAc/MeOH to furnish th... Run at time 3 hour. RXN SMILES: [C:1]1([C:7]([C:20]2[CH:25]=[CH:24][CH:23]=[CH:22][CH:21]=2)([C:11]2[CH:16]=[CH:15][C:14]([N+:17]([O-])=O)=[CH:13][N:12]=2)[C:8]([NH2:10])=[O:9])[CH:6]=[CH:5][CH:4]=[CH:3][CH:2]=1>CCO.[Pt](=O)=O>[C:20]1([C:7]([C:1]2[CH:6]=[CH:5][CH:4]=[CH:3][CH:2]=2)([C:11]2[CH:16]=[CH:15][C:14]([NH2:17])=[CH:13][N:12]=2)[C:8]([NH2:10])=[O:9])[CH:21]=[CH:22][CH:23]=[CH:24][CH:25]=1. The yield is 98.3%. Starting materials: C1(=CC=CC=C1)C(C(=O)N)(C1=NC=C(C=C1)[N+](=O)[O-])C1=CC=CC=C1 (diphenyl-(5-nitro-2-pyridyl)acetamide). Run in CCO (EtOH). Starting materials: COc1ccc(-n2cnc3cc(OC)cc(OC)c3c2=O)cc1, COc1ccc(P2(=S)SP(=S)(c3ccc(OC)cc3)S2)cc1, Cc1ccccc1. Product: COc1ccc(-n2cnc3cc(OC)cc(OC)c3c2=S)cc1. RXN SMILES: [CH3:1][O:2][c:3]1[c:4]2[c:5](=[O:23])[n:6](-[c:15]3[cH:16][cH:17][c:18]([O:21][CH3:22])[cH:19][cH:20]3)[cH:7][n:8][c:9]2[cH:10][c:11]([O:13][CH3:14])[cH:12]1.[CH3:24][O:25][c:26]1[cH:27][cH:28][c:29]([P:30]2(=[S:33])[S:31][P:32]([c:34]3[cH:35][cH:36][c:37]([O:38][CH3:39])[cH:40][cH:41]3)(=[S:42])[S:43]2)[cH:44][cH:45]1.[CH3:46][c:47]1[cH:48][cH:49][cH:50][cH:51][cH:52]1>>[CH3:1][O:2][c:3]1[c:4]2[c:5](=[S:33])[n:6](-[c:15]3[cH:16][cH:17][c:18]([O:21][CH3:22])[cH:19][cH:20]3)[cH:7][n:8][c:9]2[cH:10][c:11]([O:13][CH3:14])[cH:12]1.